Dataset: the Open Reaction Database (ORD), a public repository of structured organic reaction records. Task: describe an organic reaction: reactants, conditions, products, and yield Reactants: C[O-].[Na+] (sodium methoxide), COC(C(=COC)C1=CC=C(C=C1)CN(CCCNC(=O)OC(C)(C)C)C(=O)OC(C)(C)C)=O (2-(4-{[tert-Butoxycarbonyl-(3-tert-butoxycarbonylamino-propyl)-amino]-methyl}-phenyl)-3-methoxy-acrylic acid methyl ester), BrC1=CC=C(C=C1)C1=CN=C(N1)N (5-(4-bromo-phenyl)-1H-imidazol-2-ylamine), C[O-].[Na+] (sodium methoxide). Solvent: C(C)O (ethanol). Run at time 20 hour. The product is C(C)(C)(C)OC(N(CCCNC(=O)OC(C)(C)C)CC1=CC=C(C=C1)C=1C(N=C2N(C1)C=C(N2)C2=CC=C(C=C2)Br)=O)=O ({4-[2-(4-Bromo-phenyl)-7-oxo-1,7-dihydro-imidazo[1,2-a]pyrimidin-6-yl]-benzyl}-(3-tert-butoxycarbonylamino-propyl)-carbamic acid tert-butyl ester). Yield: 52.1%. RXN SMILES: C[O:2][C:3](=O)[C:4]([C:8]1[CH:13]=[CH:12][C:11]([CH2:14][N:15]([C:27]([O:29][C:30]([CH3:33])([CH3:32])[CH3:31])=[O:28])[CH2:16][CH2:17][CH2:18][NH:19][C:20]([O:22][C:23]([CH3:26])([CH3:25])[CH3:24])=[O:21])=[CH:10][CH:9]=1)=[CH:5]OC.[Br:35][C:36]1[CH:41]=[CH:40][C:39]([C:42]2[NH:46][C:45]([NH2:47])=[N:44][CH:43]=2)=[CH:38][CH:37]=1.C[O-].[Na+]>C(O)C>[C:30]([O:29][C:27](=[O:28])[N:15]([CH2:14][C:11]1[CH:12]=[CH:13][C:8]([C:4]2[C:3](=[O:2])[N:47]=[C:45]3[NH:46][C:42]([C:39]4[CH:38]=[CH:37][C:36]([Br:35])=[CH:41][CH:40]=4)=[CH:43][N:44]3[CH:5]=2)=[CH:9][CH:10]=1)[CH2:16][CH2:17][CH2:18][NH:19][C:20]([O:22][C:23]([CH3:25])([CH3:26])[CH3:24])=[O:21])([CH3:32])([CH3:31])[CH3:33] |f:2.3|. Procedure details: To a mixture of 2-(4-{[tert-Butoxycarbonyl-(3-tert-butoxycarbonylamino-propyl)-amino]-methyl}-phenyl)-3-methoxy-acrylic acid methyl ester (5.70 g, 11.92 mmol), 5-(4-bromo-phenyl)-1H-imidazol-2-ylamine (2.84 g, 11.92 mmol) and ethanol (60 mL) was added a solution of sodium methoxide (12 mL, 0.5 M in methanol, 6 mmol). The resulted mixture was refluxed for 18 h, additional 12 mL of sodium methoxide (0.5 M in methanol, 6 mmol) was added and continued to reflex for 20 h. The reaction was concentrate...